This data is from the Open Reaction Database (ORD), a public repository of structured organic reaction records. The task is: describe an organic reaction: reactants, conditions, products, and yield The reactants are Cc1cc2c(N)nccc2cc1OC1CCN(C(=O)OC(C)(C)C)CC1, ClCCl, O=C(O)C(F)(F)F. The product is Cc1cc2c(N)nccc2cc1OC1CCNCC1. As a reaction SMILES: [C:1]([O:2][C:3](=[O:4])[N:8]1[CH2:9][CH2:10][CH:11]([O:14][c:15]2[cH:16][c:17]3[cH:18][cH:19][n:20][c:21]([NH2:26])[c:22]3[cH:23][c:24]2[CH3:25])[CH2:12][CH2:13]1)([CH3:5])([CH3:6])[CH3:7].[Cl:27][CH2:28][Cl:29].[OH:30][C:31]([C:32]([F:33])([F:34])[F:35])=[O:36]>>[NH:8]1[CH2:9][CH2:10][CH:11]([O:14][c:15]2[cH:16][c:17]3[cH:18][cH:19][n:20][c:21]([NH2:26])[c:22]3[cH:23][c:24]2[CH3:25])[CH2:12][CH2:13]1. Reactants: [Al+3], CCOCC, [Cl-], COC(=O)c1c(F)ccc(I)c1C, [H-], [H-], [H-], [H-], [H][H], [Li+], [NH4+]. Product: Cc1c(I)ccc(F)c1CO. RXN SMILES: [Al+3:15].[CH3:24][CH2:25][O:26][CH2:27][CH3:28].[Cl-:20].[F:1][c:2]1[cH:3][cH:4][c:5]([I:13])[c:6]([CH3:12])[c:7]1[C:8](=[O:9])[O:10][CH3:11].[H-:14].[H-:17].[H-:18].[H-:19].[H:22][H:23].[Li+:16].[NH4+:21]>>[F:1][c:2]1[cH:3][cH:4][c:5]([I:13])[c:6]([CH3:12])[c:7]1[CH2:8][OH:9]. The reactants are BrC=1C=C(C2=C(C=C(O2)CCNCC(OC)OC)C1)Cl (N-(2-(5-bromo-7-chlorobenzofuran-2-yl)ethyl)-2,2-dimethoxyethanamine), C(C)(C)N(CC)C(C)C (diisopropylethylamine), O (water), ClC(=O)OCC (ethyl chloroformate). Solvent: ClCCl (dichloromethane). The product is BrC=1C=C(C2=C(C=C(O2)CCN(C(OCC)=O)CC(OC)OC)C1)Cl (ethyl 2-(5-bromo-7-chlorobenzofuran-2-yl)ethyl(2,2-dimethoxyethyl)carbamate). Yield: 89.5%. Reaction SMILES: [Br:1][C:2]1[CH:3]=[C:4]([Cl:20])[C:5]2[O:9][C:8]([CH2:10][CH2:11][NH:12][CH2:13][CH:14]([O:17][CH3:18])[O:15][CH3:16])=[CH:7][C:6]=2[CH:19]=1.C(N(C(C)C)CC)(C)C.Cl[C:31]([O:33][CH2:34][CH3:35])=[O:32].O>ClCCl>[Br:1][C:2]1[CH:3]=[C:4]([Cl:20])[C:5]2[O:9][C:8]([CH2:10][CH2:11][N:12]([CH2:13][CH:14]([O:15][CH3:16])[O:17][CH3:18])[C:31](=[O:32])[O:33][CH2:34][CH3:35])=[CH:7][C:6]=2[CH:19]=1. Procedure details: To a solution of the product obtained from step A (640 mg, 1.76 mmol) in dichloromethane (5 mL) at 0° C. was added diisopropylethylamine (0.61 mL, 3.53 mmol) followed by ethyl chloroformate (0.34 mL, 3.53 mmol). The reaction mixture was allowed to warm to ambient temperature over 2 h before addition of water (10 mL). The mixture was extracted with dichloromethane (2×20 mL) and the combined organic extracts washed with brine, dried over Na2SO4, filtered and the filtrate concentrated in vacuo. Pur... The product is Cc1nnc2n1-c1sc(CCCO)cc1C(c1ccccc1Cl)=NC2C. The reactants are CC(=O)OCCCc1cc2c(s1)-n1c(C)nnc1C(C)N=C2c1ccccc1Cl, CO, [Na+], [OH-]. As a reaction SMILES: [C:1](=[O:2])([CH3:3])[O:4][CH2:5][CH2:6][CH2:7][c:8]1[cH:9][c:10]2[c:16]([s:17]1)-[n:15]1[c:14]([n:20][n:19][c:18]1[CH3:21])[CH:13]([CH3:22])[N:12]=[C:11]2[c:23]1[c:24]([Cl:29])[cH:25][cH:26][cH:27][cH:28]1.[CH3:32][OH:33].[Na+:31].[OH-:30]>>[OH:4][CH2:5][CH2:6][CH2:7][c:8]1[cH:9][c:10]2[c:16]([s:17]1)-[n:15]1[c:14]([n:20][n:19][c:18]1[CH3:21])[CH:13]([CH3:22])[N:12]=[C:11]2[c:23]1[c:24]([Cl:29])[cH:25][cH:26][cH:27][cH:28]1.